This data is from the Open Reaction Database (ORD), a public repository of structured organic reaction records. The task is: describe an organic reaction: reactants, conditions, products, and yield Reactants: CCN=C=O, CNc1c(C)cc(C(O)(C(F)(F)F)C(F)(F)F)cc1C, CCOCC. The product is CCNC(=O)N(C)c1c(C)cc(C(O)(C(F)(F)F)C(F)(F)F)cc1C. As a reaction SMILES: [CH2:21]([CH3:22])[N:23]=[C:24]=[O:25].[CH3:1][NH:2][c:3]1[c:4]([CH3:20])[cH:5][c:6]([C:10]([C:11]([F:12])([F:13])[F:14])([C:15]([F:16])([F:17])[F:18])[OH:19])[cH:7][c:8]1[CH3:9].[CH3:26][CH2:27][O:28][CH2:29][CH3:30]>>[CH3:1][N:2]([c:3]1[c:4]([CH3:20])[cH:5][c:6]([C:10]([C:11]([F:12])([F:13])[F:14])([C:15]([F:16])([F:17])[F:18])[OH:19])[cH:7][c:8]1[CH3:9])[C:24]([NH:23][CH2:21][CH3:22])=[O:25].